From a dataset of the Open Reaction Database (ORD), a public repository of structured organic reaction records. describe an organic reaction: reactants, conditions, products, and yield Reactants: COCCBr, [H-], [Na+], C1CCOC1, N#Cc1cccc(CO)c1. The product is COCCOCc1cccc(C#N)c1. Reaction SMILES: [Br:13][CH2:14][CH2:15][O:16][CH3:17].[H-:1].[Na+:2].[O:18]1[CH2:19][CH2:20][CH2:21][CH2:22]1.[OH:3][CH2:4][c:5]1[cH:6][c:7]([C:8]#[N:9])[cH:10][cH:11][cH:12]1>>[O:3]([CH2:4][c:5]1[cH:6][c:7]([C:8]#[N:9])[cH:10][cH:11][cH:12]1)[CH2:14][CH2:15][O:16][CH3:17].